From a dataset of the Open Reaction Database (ORD), a public repository of structured organic reaction records. describe an organic reaction: reactants, conditions, products, and yield The reactants are resultant mixture, C(C)O (Ethanol), [OH-].[K+] (potassium hydroxide), ClC1=C(C=C(C=C1C(F)(F)F)[N+](=O)[O-])C(F)(F)F (2-chloro-5-nitro-1,3-bis(trifluoromethyl)benzene). Solvent: CS(=O)C (DMSO). Conditions: time 1 hour. The product is C(C)OC1=C(C=C(C=C1C(F)(F)F)[N+](=O)[O-])C(F)(F)F (2-Ethoxy-5-nitro-1,3-bis(trifluoromethyl)benzene). Yield: 96.7%. RXN SMILES: [CH2:1]([OH:3])[CH3:2].[OH-].[K+].Cl[C:7]1[C:12]([C:13]([F:16])([F:15])[F:14])=[CH:11][C:10]([N+:17]([O-:19])=[O:18])=[CH:9][C:8]=1[C:20]([F:23])([F:22])[F:21]>CS(C)=O>[CH2:1]([O:3][C:7]1[C:8]([C:20]([F:21])([F:22])[F:23])=[CH:9][C:10]([N+:17]([O-:19])=[O:18])=[CH:11][C:12]=1[C:13]([F:14])([F:15])[F:16])[CH3:2] |f:1.2|. Procedure details: Ethanol (20 mL, 343 mmol) was treated with potassium hydroxide (956 mg, 17.0 mmol) and the mixture was stirred at RT for 1 h. A solution of 2-chloro-5-nitro-1,3-bis(trifluoromethyl)benzene (1) (1.00 g, 3.41 mmol) in DMSO (10 mL) was added dropwise. The resultant mixture was stirred at RT for 1 h. The mixture was partitioned between EtOAc and water and the aqueous phase was extracted twice with EtOAc. The combined organic phases were washed with brine, dried over MgSO4, filtered and the solvent r... The reactants are C(C)(=O)OCC (ethyl acetate), sodium metaborate octahydrate, BrC1=CC=C(C=C1)C#CCO (3-(4-bromophenyl)prop-2-yn-1-ol), CC1(OB(OC1(C)C)C=1C=C2C=CC(=CC2=CC1)O)C (6-(4,4,5,5-tetramethyl-1,3,2-dioxaborolan-2-yl)naphthalen-2-ol), Cl (hydrochloric acid). Reagents/catalysts: Cl[Pd]([P](C1=CC=CC=C1)(C2=CC=CC=C2)C3=CC=CC=C3)([P](C4=CC=CC=C4)(C5=CC=CC=C5)C6=CC=CC=C6)Cl (bis(triphenylphosphine)palladium(II) chloride). The solvent is C1CCOC1 (THF), O (water). The product is OCC#CC1=CC=C(C=C1)C=1C=C2C=CC(=CC2=CC1)O (6-[4-(3-hydroxyprop-1-ynyl)phenyl]naphthalen-2-ol). As a reaction SMILES: Br[C:2]1[CH:7]=[CH:6][C:5]([C:8]#[C:9][CH2:10][OH:11])=[CH:4][CH:3]=1.CC1(C)C(C)(C)OB([C:20]2[CH:21]=[C:22]3[C:27](=[CH:28][CH:29]=2)[CH:26]=[C:25]([OH:30])[CH:24]=[CH:23]3)O1.C(OCC)(=O)C.Cl>O.C1COCC1.Cl[Pd](Cl)([P](C1C=CC=CC=1)(C1C=CC=CC=1)C1C=CC=CC=1)[P](C1C=CC=CC=1)(C1C=CC=CC=1)C1C=CC=CC=1>[OH:11][CH2:10][C:9]#[C:8][C:5]1[CH:6]=[CH:7][C:2]([C:20]2[CH:21]=[C:22]3[C:27](=[CH:28][CH:29]=2)[CH:26]=[C:25]([OH:30])[CH:24]=[CH:23]3)=[CH:3][CH:4]=1 |^1:47,66|. Procedure: 13.0 g (0.047 mol) of sodium metaborate octahydrate are initially introduced in 100 ml of water, and a solution of 7.00 g (33.1 mmol) of 3-(4-bromophenyl)prop-2-yn-1-ol (CAS No. 37614-58-7) and 9.00 g (33.3 mmol) of 6-(4,4,5,5-tetramethyl-1,3,2-dioxaborolan-2-yl)naphthalen-2-ol (CAS No. 269410-21-1) in 200 ml of THF is added. After addition of 1.00 g (1.40 mmol) of bis(triphenylphosphine)palladium(II) chloride, the batch is heated under reflux for 5 h, 100 ml of ethyl acetate are subsequently ad... The product is CCOc1ccc2c(n1)OCCN(C(=O)OC(C)(C)C)C2. RXN SMILES: [CH3:1][CH2:2][OH:3].[CH3:71][c:72]1[cH:73][cH:74][cH:75][cH:76][cH:77]1.[Cl:6][c:7]1[cH:8][cH:9][c:10]2[c:16]([n:17]1)[O:15][CH2:14][CH2:13][N:12]([C:18](=[O:19])[O:20][C:21]([CH3:22])([CH3:23])[CH3:24])[CH2:11]2.[H-:4].[Na+:5].[O:116]=[C:117]([CH:118]=[CH:119][c:120]1[cH:121][cH:122][cH:123][cH:124][cH:125]1)[CH:126]=[CH:127][c:128]1[cH:129][cH:130][cH:131][cH:132][cH:133]1.[O:80]=[C:81]([CH:82]=[CH:83][c:84]1[cH:85][cH:86][cH:87][cH:88][cH:89]1)[CH:90]=[CH:91][c:92]1[cH:93][cH:94][cH:95][cH:96][cH:97]1.[O:98]=[C:99]([CH:100]=[CH:101][c:102]1[cH:103][cH:104][cH:105][cH:106][cH:107]1)[CH:108]=[CH:109][c:110]1[cH:111][cH:112][cH:113][cH:114][cH:115]1.[OH2:134].[Pd:78].[Pd:79].[cH:25]1[cH:26][cH:27][c:28]([P:29]([c:30]2[cH:31][cH:32][c:33]3[c:34]([cH:35][cH:36][cH:37][cH:38]3)[c:39]2-[c:40]2[c:41]3[c:42]([cH:43][cH:44][cH:45][cH:46]3)[cH:47][cH:48][c:49]2[P:50]([c:51]2[cH:52][cH:53][cH:54][cH:55][cH:56]2)[c:57]2[cH:58][cH:59][cH:60][cH:61][cH:62]2)[c:63]2[cH:64][cH:65][cH:66][cH:67][cH:68]2)[cH:69][cH:70]1>>[CH3:1][CH2:2][O:3][c:7]1[cH:8][cH:9][c:10]2[c:16]([n:17]1)[O:15][CH2:14][CH2:13][N:12]([C:18](=[O:19])[O:20][C:21]([CH3:22])([CH3:23])[CH3:24])[CH2:11]2. Reactants: CCO, Cc1ccccc1, CC(C)(C)OC(=O)N1CCOc2nc(Cl)ccc2C1, [H-], [Na+], O=C(C=Cc1ccccc1)C=Cc1ccccc1, O=C(C=Cc1ccccc1)C=Cc1ccccc1, O=C(C=Cc1ccccc1)C=Cc1ccccc1, O, [Pd], [Pd], c1ccc(P(c2ccccc2)c2ccc3ccccc3c2-c2c(P(c3ccccc3)c3ccccc3)ccc3ccccc23)cc1. Reactants: ClCC(=O)N(C1=C(C=CC(=C1)[N+](=O)[O-])OC)C (2-Chloro-2'-methoxy-N-methyl-5'-nitroacetanilide), CNC (dimethylamine). Run in C(C)O (ethanol). Product: CN(CC(=O)N(C1=C(C=CC(=C1)[N+](=O)[O-])OC)C)C (2-Dimethylamino-2'-methoxy-N-methyl-5'-nitroacetanilide). Isolated yield 81.0%. Reaction SMILES: Cl[CH2:2][C:3]([N:5]([CH3:17])[C:6]1[CH:11]=[C:10]([N+:12]([O-:14])=[O:13])[CH:9]=[CH:8][C:7]=1[O:15][CH3:16])=[O:4].[CH3:18][NH:19][CH3:20]>C(O)C>[CH3:18][N:19]([CH3:20])[CH2:2][C:3]([N:5]([CH3:17])[C:6]1[CH:11]=[C:10]([N+:12]([O-:14])=[O:13])[CH:9]=[CH:8][C:7]=1[O:15][CH3:16])=[O:4]. Procedure details: 2-Chloro-2'-methoxy-N-methyl-5'-nitroacetanilide (D86) (1.01 g, 3.9 mmol) and dimethylamine (33% in IMS, 2 ml) were stirred in ethanol (10 ml) for 3 days. After evaporation to dryness in vacuo, the crude product was partitioned between 2M HCl and ethyl acetate. The aqueous portion was basified with potassium carbonate solution, and extracted with chloroform. The extract was dried (Na2SO4) and evaporated in vacuo to give the title compound as a dark oil (0.85 g, 81%). Yields the product CCCCCC1CCC(CCCCC2CCC(c3ccc(OCC)c(F)c3F)CC2)CC1. Starting materials: CCBr, CN(C)C=O, CCCCCC1CCC(CCCCC2CCC(c3ccc(O)c(F)c3F)CC2)CC1, [H-], [Na+]. RXN SMILES: [CH2:33]([CH3:34])[Br:35].[CH:36]([N:37]([CH3:38])[CH3:39])=[O:40].[F:1][c:2]1[c:3]([OH:30])[cH:4][cH:5][c:6]([CH:9]2[CH2:10][CH2:11][CH:12]([CH2:15][CH2:16][CH2:17][CH2:18][CH:19]3[CH2:20][CH2:21][CH:22]([CH2:25][CH2:26][CH2:27][CH2:28][CH3:29])[CH2:23][CH2:24]3)[CH2:13][CH2:14]2)[c:7]1[F:8].[H-:31].[Na+:32]>>[F:1][c:2]1[c:3]([O:30][CH2:33][CH3:34])[cH:4][cH:5][c:6]([CH:9]2[CH2:10][CH2:11][CH:12]([CH2:15][CH2:16][CH2:17][CH2:18][CH:19]3[CH2:20][CH2:21][CH:22]([CH2:25][CH2:26][CH2:27][CH2:28][CH3:29])[CH2:23][CH2:24]3)[CH2:13][CH2:14]2)[c:7]1[F:8].